Dataset: the Open Reaction Database (ORD), a public repository of structured organic reaction records. Task: describe an organic reaction: reactants, conditions, products, and yield Starting materials: ClC1=C(C=C(C(=O)O)C=C1S(N)(=O)=O)[N+](=O)[O-] (4-chloro-3-nitro-5-sulphamyl-benzoic acid), C1(=CC=CC=C1)S (thiophenol). The solvent is C([O-])(O)=O.[Na+] (sodium bicarbonate). Product: [N+](=O)([O-])C=1C=C(C(=O)O)C=C(C1SC1=CC=CC=C1)S(N)(=O)=O (3-nitro-4-phenylthio-5-sulphamyl-benzoic acid). Reaction SMILES: Cl[C:2]1[C:10]([S:11](=[O:14])(=[O:13])[NH2:12])=[CH:9][C:5]([C:6]([OH:8])=[O:7])=[CH:4][C:3]=1[N+:15]([O-:17])=[O:16].[C:18]1([SH:24])[CH:23]=[CH:22][CH:21]=[CH:20][CH:19]=1>C(=O)(O)[O-].[Na+]>[N+:15]([C:3]1[CH:4]=[C:5]([CH:9]=[C:10]([S:11](=[O:14])(=[O:13])[NH2:12])[C:2]=1[S:24][C:18]1[CH:23]=[CH:22][CH:21]=[CH:20][CH:19]=1)[C:6]([OH:8])=[O:7])([O-:17])=[O:16] |f:2.3|. Procedure details: A mixture of 4-chloro-3-nitro-5-sulphamyl-benzoic acid (28 g), thiophenol (10.25 ml), and 1N sodium bicarbonate (300 ml) was refluxed for 3 hours. After cooling, the precipitated sodium salt of 3-nitro-4-phenylthio-5-sulphamyl-benzoic acid was filtered off. The sodium salt was dissolved in hot water (200 ml), and 3-nitro-4-phenylthio-5-sulphamyl-benzoic acid was precipitated by the addition of 4N hydrochloric acid until the pH was 1. After isolation and recrystallization from aqueous ethanol, th... The reactants are alcohols, CN(C1=CC=C(C(=O)Cl)C=C1)C (p-dimethylaminobenzoyl chloride), C(C=C)Cl (allyl chloride), CN(C1=CC=C(C(=O)[O-])C=C1)C.[Na+] (sodium p-dimethylaminobenzoate), Esters, CN(C1=CC=C(C(=O)O)C=C1)C (p-dimethylaminobenzoic acid), alkene halide, esters, CN(C1=CC=C(C(=O)O)C=C1)C (p-dimethylaminobenzoic acid). The reagents and catalysts are quaternary ammonium salt. Run in CN(C=O)C (dimethylformamide). The product is C(C=C)OC(C1=CC=C(C=C1)N(C)C)=O (allyl-p-dimethylaminobenzoate). Yield: 60.0%. Reaction SMILES: [CH3:1][N:2]([CH3:12])[C:3]1[CH:11]=[CH:10][C:6]([C:7]([OH:9])=[O:8])=[CH:5][CH:4]=1.CN(C)[C:15]1[CH:23]=CC(C(Cl)=O)=C[CH:16]=1.C(Cl)C=C.CN(C)C1C=CC(C([O-])=O)=CC=1.[Na+]>CN(C)C=O>[CH2:23]([O:8][C:7](=[O:9])[C:6]1[CH:10]=[CH:11][C:3]([N:2]([CH3:12])[CH3:1])=[CH:4][CH:5]=1)[CH:15]=[CH2:16] |f:3.4|. Procedure details: Esters of p-dimethylaminobenzoic acid can be prepared by several methods. U.S. Pat. No. 2,202,865 describes the preparation of esters by reacting p-dimethylaminobenzoyl chloride with alcohols. Another method is by reacting an alkali salt of p-dimethylaminobenzoic acid with an alkene halide. Either method can be used but the latter is preferred. For example, if allyl chloride is added to sodium p-dimethylaminobenzoate in a suitable solvent such as dimethylformamide using a quaternary ammonium sal... The reactants are CC(=O)SCC(Cc1ccccc1)C(=O)Nc1cc(C(=O)O)ccc1C, ClCCCl, CN(C)c1ccncc1, ClCCl, Cl, OCc1ccccc1. Product: CC(=O)SCC(Cc1ccccc1)C(=O)Nc1cc(C(=O)OCc2ccccc2)ccc1C. RXN SMILES: [C:1]([CH3:2])(=[O:3])[S:4][CH2:5][CH:6]([C:7](=[O:8])[NH:9][c:10]1[cH:11][c:12]([C:13](=[O:14])[OH:15])[cH:16][cH:17][c:18]1[CH3:19])[CH2:20][c:21]1[cH:22][cH:23][cH:24][cH:25][cH:26]1.[CH2:35]([Cl:36])[CH2:37][Cl:38].[CH3:40][N:41]([CH3:42])[c:43]1[cH:44][cH:45][n:46][cH:47][cH:48]1.[Cl:49][CH2:50][Cl:51].[ClH:39].[OH:27][CH2:28][c:29]1[cH:30][cH:31][cH:32][cH:33][cH:34]1>>[C:1]([CH3:2])(=[O:3])[S:4][CH2:5][CH:6]([C:7](=[O:8])[NH:9][c:10]1[cH:11][c:12]([C:13](=[O:14])[O:15][CH2:28][c:29]2[cH:30][cH:31][cH:32][cH:33][cH:34]2)[cH:16][cH:17][c:18]1[CH3:19])[CH2:20][c:21]1[cH:22][cH:23][cH:24][cH:25][cH:26]1. The reactants are O=C([O-])O, CC(=O)OCC(=O)Cl, CC(C)=O, Cl, O=C1OC(Cn2ccnn2)CN1c1cc(F)c(C2=CCNCC2)c(F)c1, [Na+], O. The product is CC(=O)OCC(=O)N1CC=C(c2c(F)cc(N3CC(Cn4ccnn4)OC3=O)cc2F)CC1. As a reaction SMILES: [C:28](=[O:29])([OH:30])[O-:31].[C:33]([CH3:34])(=[O:35])[O:36][CH2:37][C:38](=[O:39])[Cl:40].[CH3:41][C:42](=[O:43])[CH3:44].[ClH:1].[NH:2]1[CH2:3][CH:4]=[C:5]([c:8]2[c:9]([F:27])[cH:10][c:11]([N:15]3[C:16](=[O:26])[O:17][CH:18]([CH2:20][n:21]4[n:22][n:23][cH:24][cH:25]4)[CH2:19]3)[cH:12][c:13]2[F:14])[CH2:6][CH2:7]1.[Na+:32].[OH2:45]>>[N:2]1([C:38]([CH2:37][O:36][C:33]([CH3:34])=[O:35])=[O:39])[CH2:3][CH:4]=[C:5]([c:8]2[c:9]([F:27])[cH:10][c:11]([N:15]3[C:16](=[O:26])[O:17][CH:18]([CH2:20][n:21]4[n:22][n:23][cH:24][cH:25]4)[CH2:19]3)[cH:12][c:13]2[F:14])[CH2:6][CH2:7]1. Reactants: BrC1=C(C=CC=C1)C (1-bromo-2-methyl benzene), BrC=1C=C2C(C(NC2=CC1)=O)=O (5-bromoisatin). The product is BrC=1C=C2C(C(NC2=CC1)=O)(C1=C(C=CC=C1)C)O (5-bromo-3-hydroxy-3-(2-methylphenyl)-1,3-dihydro-2H-indol-2-one). Isolated yield 50.1%. As a reaction SMILES: Br[C:2]1[CH:7]=[CH:6][CH:5]=[CH:4][C:3]=1[CH3:8].[Br:9][C:10]1[CH:11]=[C:12]2[C:16](=[CH:17][CH:18]=1)[NH:15][C:14](=[O:19])[C:13]2=[O:20]>>[Br:9][C:10]1[CH:11]=[C:12]2[C:16](=[CH:17][CH:18]=1)[NH:15][C:14](=[O:19])[C:13]2([OH:20])[C:2]1[CH:7]=[CH:6][CH:5]=[CH:4][C:3]=1[CH3:8]. Procedure details: With 9.58 g of 1-bromo-2-methyl benzene and 4.52 g of 5-bromoisatin as starting materials, 3.19 g of the title compound (brown solid) was obtained by a similar method to Step 21-1. The reactants are OC=1C=C(C=CC1)[C@@H](C)OC(NC=1C(=NOC1C1=CC=C(C=C1)Br)C)=O ([5-(4-bromo-phenyl)-3-methyl-isoxazol-4-yl]-carbamic acid (R)-1-(3-hydroxy-phenyl)-ethyl ester), C(C)OC(CC1=CC=C(C=C1)B1OC(C(O1)(C)C)(C)C)=O ([4-(4,4,5,5-tetramethyl-[1,3,2]dioxaborolan-2-yl)-phenyl]-acetic acid ethyl ester). Product: C(C)OC(CC1=CC=C(C=C1)C1=CC=C(C=C1)C1=C(C(=NO1)C)NC(=O)O[C@H](C)C1=CC(=CC=C1)O)=O ((4′-{4-[(R)-1-(3-hydroxy-phenyl)-ethoxycarbonylamino]-3-methyl-isoxazol-5-yl}-biphenyl-4-yl)-acetic acid ethyl ester). As a reaction SMILES: [OH:1][C:2]1[CH:3]=[C:4]([C@H:8]([O:10][C:11](=[O:26])[NH:12][C:13]2[C:14]([CH3:25])=[N:15][O:16][C:17]=2[C:18]2[CH:23]=[CH:22][C:21](Br)=[CH:20][CH:19]=2)[CH3:9])[CH:5]=[CH:6][CH:7]=1.[CH2:27]([O:29][C:30](=[O:47])[CH2:31][C:32]1[CH:37]=[CH:36][C:35](B2OC(C)(C)C(C)(C)O2)=[CH:34][CH:33]=1)[CH3:28]>>[CH2:27]([O:29][C:30](=[O:47])[CH2:31][C:32]1[CH:37]=[CH:36][C:35]([C:21]2[CH:22]=[CH:23][C:18]([C:17]3[O:16][N:15]=[C:14]([CH3:25])[C:13]=3[NH:12][C:11]([O:10][C@@H:8]([C:4]3[CH:5]=[CH:6][CH:7]=[C:2]([OH:1])[CH:3]=3)[CH3:9])=[O:26])=[CH:19][CH:20]=2)=[CH:34][CH:33]=1)[CH3:28]. Procedure details: Following the procedure described in Example 36, Step 6, [5-(4-bromo-phenyl)-3-methyl-isoxazol-4-yl]-carbamic acid (R)-1-(3-hydroxy-phenyl)-ethyl ester and [4-(4,4,5,5-tetramethyl-[1,3,2]dioxaborolan-2-yl)-phenyl]-acetic acid ethyl ester were reacted to provide (4′-{4-[(R)-1-(3-hydroxy-phenyl)-ethoxycarbonylamino]-3-methyl-isoxazol-5-yl}-biphenyl-4-yl)-acetic acid ethyl ester, which was hydrolyzed to the acid as described in Example 34, Step 2. The reactants are CC(C)c1cc(C(=O)N2Cc3ccc(OCCCNC(=O)OC(C)(C)C)cc3C2)c(O)cc1O, CCOC(C)=O, Cl. Yields the product CC(C)c1cc(C(=O)N2Cc3ccc(OCCCN)cc3C2)c(O)cc1O. Reaction SMILES: [C:1]([O:2][C:3](=[O:4])[NH:7][CH2:8][CH2:9][CH2:10][O:11][c:12]1[cH:13][c:14]2[c:18]([cH:19][cH:20]1)[CH2:17][N:16]([C:21]([c:22]1[c:23]([OH:32])[cH:24][c:25]([OH:31])[c:26]([CH:28]([CH3:29])[CH3:30])[cH:27]1)=[O:33])[CH2:15]2)([CH3:5])([CH3:6])[CH3:34].[CH3:36][CH2:37][O:38][C:39]([CH3:40])=[O:41].[ClH:35]>>[NH2:7][CH2:8][CH2:9][CH2:10][O:11][c:12]1[cH:13][c:14]2[c:18]([cH:19][cH:20]1)[CH2:17][N:16]([C:21]([c:22]1[c:23]([OH:32])[cH:24][c:25]([OH:31])[c:26]([CH:28]([CH3:29])[CH3:30])[cH:27]1)=[O:33])[CH2:15]2.